Dataset: the Open Reaction Database (ORD), a public repository of structured organic reaction records. Task: describe an organic reaction: reactants, conditions, products, and yield Starting materials: COC(=O)CC1CCN(C)CC1c1cc(OC)c(Br)c(OC)c1, O=C([O-])[O-], CCO, [K+], [K+], [Na+], [OH-], O, O=P(Cl)(Cl)Cl. The product is COc1cc2c(c(OC)c1Br)C(=O)CC1CCN(C)CC21. RXN SMILES: [Br:3][c:4]1[c:5]([O:24][CH3:25])[cH:6][c:7]([CH:12]2[CH2:13][N:14]([CH3:23])[CH2:15][CH2:16][CH:17]2[CH2:18][C:19]([O:21][CH3:20])=[O:22])[cH:8][c:9]1[O:10][CH3:11].[C:26](=[O:27])([O-:28])[O-:29].[CH3:37][CH2:38][OH:39].[K+:30].[K+:31].[Na+:2].[OH-:1].[OH2:40].[P:32]([Cl:33])([Cl:34])([Cl:35])=[O:36]>>[Br:3][c:4]1[c:5]([O:24][CH3:25])[cH:6][c:7]2[c:8]([c:9]1[O:10][CH3:11])[C:19](=[O:21])[CH2:18][CH:17]1[CH:12]2[CH2:13][N:14]([CH3:23])[CH2:15][CH2:16]1. Reactants: 1l, NC1=C(CO)C=CC=C1 (o-aminobenzyl alcohol), CC(=O)C (acetone), C1(=CC(=CC=C1)S(=O)(=O)Cl)S(=O)(=O)Cl (m-benzenedisulfonyl chloride), CC(=O)C (acetone), O (water), Cl (hydrochloric acid). Product: OCC1=C(C=CC=C1)NS(=O)(=O)C1=CC(=CC=C1)S(=O)(=O)NC1=C(C=CC=C1)CO (N,N'-bis(o-hydroxymethylphenyl)benzene-m-disulfonamide). As a reaction SMILES: [NH2:1][C:2]1[CH:9]=[CH:8][CH:7]=[CH:6][C:3]=1[CH2:4][OH:5].[CH3:10][C:11]([CH3:13])=O.[C:14]1([S:24](Cl)(=[O:26])=[O:25])[CH:19]=[CH:18][CH:17]=[C:16]([S:20](Cl)(=[O:22])=[O:21])[CH:15]=1.Cl.[OH2:29]>>[OH:5][CH2:4][C:3]1[CH:6]=[CH:7][CH:8]=[CH:9][C:2]=1[NH:1][S:24]([C:14]1[CH:19]=[CH:18][CH:17]=[C:16]([S:20]([NH:1][C:2]2[CH:3]=[CH:6][CH:7]=[CH:13][C:11]=2[CH2:10][OH:29])(=[O:22])=[O:21])[CH:15]=1)(=[O:26])=[O:25]. Reported procedure: Into a 1l three-necked flask equipped with a stirring machine, a condenser and a dropping funnel, there were introduced 98.5 g (0.8 mole) of o-aminobenzyl alcohol and 500 m l of acetone and the mixture was stirred while cooling in an NaC l-ice bath. A solution of 27.5 g (0.1 mole) of m-benzenedisulfonyl chloride in 200 m l acetone was dropwise added to the mixture through the dropping funnel over about one hour. After the dropwise addition, the flask was removed from the NaCl-ice bath and the co...